This data is from the Open Reaction Database (ORD), a public repository of structured organic reaction records. The task is: describe an organic reaction: reactants, conditions, products, and yield The reactants are O=C([O-])O, CCOC(=O)C1CCCNC1, [Na+], BrCCOc1ccccc1. Yields the product CCOC(=O)C1CCCN(CCOc2ccccc2)C1. As a reaction SMILES: [C:22](=[O:23])([OH:24])[O-:25].[NH:1]1[CH2:2][CH:3]([C:7](=[O:8])[O:9][CH2:10][CH3:11])[CH2:4][CH2:5][CH2:6]1.[Na+:26].[c:12]1([O:18][CH2:19][CH2:20][Br:21])[cH:13][cH:14][cH:15][cH:16][cH:17]1>>[N:1]1([CH2:20][CH2:19][O:18][c:12]2[cH:13][cH:14][cH:15][cH:16][cH:17]2)[CH2:2][CH:3]([C:7](=[O:8])[O:9][CH2:10][CH3:11])[CH2:4][CH2:5][CH2:6]1. Starting materials: aqueous solution, [OH-].[Na+] (sodium hydroxide), COC(C1=CC=C(C=C1)N(C)C)=O (4-dimethylaminobenzoic acid methyl ester), aqueous solution, [OH-].[Na+] (sodium hydroxide), Cl (hydrochloric acid), Cl.NO (hydroxylamine hydrochloride). Solvent: O1CCCC1 (tetrahydrofuran), O (water). Reaction conditions: time 8 hour. Yields the product CN(C1=CC=C(C(=O)NO)C=C1)C (4-Dimethylaminobenzohydroxamic acid). The yield is 44.2%. Reaction SMILES: Cl.[NH2:2][OH:3].[OH-].[Na+].C[O:7][C:8](=O)[C:9]1[CH:14]=[CH:13][C:12]([N:15]([CH3:17])[CH3:16])=[CH:11][CH:10]=1.Cl>O.O1CCCC1>[CH3:16][N:15]([CH3:17])[C:12]1[CH:13]=[CH:14][C:9]([C:8]([NH:2][OH:3])=[O:7])=[CH:10][CH:11]=1 |f:0.1,2.3|. Procedure: 7.4 g of hydroxylamine hydrochloride was dissolved in 200 ml of water to which was added dropwise 106 ml of 1 N aqueous solution of sodium hydroxide while cooling. The resulting mixture was added with stirring to 300 ml of a tetrahydrofuran solution containing 9.0 g of 4-dimethylaminobenzoic acid methyl ester dissolved at room temperature. After stirring for 8 hours, 5 ml of 1 N aqueous solution of sodium hydroxide was added thereto and the mixture was further stirred for 3 days. After adjusting...